This data is from the Open Reaction Database (ORD), a public repository of structured organic reaction records. The task is: describe an organic reaction: reactants, conditions, products, and yield The reactants are CO, O=C(C1CC1)C1CC1c1cccc(O)c1, Cl, CON, O. The product is CON=C(C1CC1)C1CC1c1cccc(O)c1. RXN SMILES: [CH3:16][OH:17].[CH:1]1([C:4](=[O:5])[CH:6]2[CH:7]([c:9]3[cH:10][c:11]([OH:15])[cH:12][cH:13][cH:14]3)[CH2:8]2)[CH2:2][CH2:3]1.[ClH:18].[O:19]([CH3:20])[NH2:21].[OH2:22]>>[CH:1]1([C:4]([CH:6]2[CH:7]([c:9]3[cH:10][c:11]([OH:15])[cH:12][cH:13][cH:14]3)[CH2:8]2)=[N:21][O:19][CH3:20])[CH2:2][CH2:3]1.